From a dataset of the Open Reaction Database (ORD), a public repository of structured organic reaction records. describe an organic reaction: reactants, conditions, products, and yield Starting materials: CC(C)(C)OC(=O)NC1CN(C(=O)C(C)(C)C)c2ccccc2N(CC(=O)C(C)(C)C)C1=O, Cc1ccccc1C(=O)CN1C(=O)C(NC(=O)OC(C)(C)C)CN(C(=O)c2ccccc2)c2ccccc21. As a reaction SMILES: [C:39]([C:40]([CH2:41][N:42]1[c:43]2[cH:44][cH:45][cH:46][cH:47][c:48]2[N:49]([C:50](=[O:51])[C:52]([CH3:53])([CH3:54])[CH3:55])[CH2:56][CH:57]([NH:58][C:59]([O:60][C:61]([CH3:62])([CH3:63])[CH3:64])=[O:65])[C:66]1=[O:67])=[O:68])([CH3:69])([CH3:70])[CH3:71].[c:1]1([CH3:38])[c:2]([C:7](=[O:8])[CH2:9][N:10]2[C:11](=[O:37])[CH:12]([NH:29][C:30]([O:31][C:32]([CH3:33])([CH3:34])[CH3:35])=[O:36])[CH2:13][N:14]([C:21]([c:22]3[cH:23][cH:24][cH:25][cH:26][cH:27]3)=[O:28])[c:15]3[c:16]2[cH:17][cH:18][cH:19][cH:20]3)[cH:3][cH:4][cH:5][cH:6]1>>[c:1]1([CH3:38])[c:2]([C:7](=[O:8])[CH2:9][N:10]2[C:11](=[O:37])[CH:12]([NH2:29])[CH2:13][N:14]([C:21]([c:22]3[cH:23][cH:24][cH:25][cH:26][cH:27]3)=[O:28])[c:15]3[c:16]2[cH:17][cH:18][cH:19][cH:20]3)[cH:3][cH:4][cH:5][cH:6]1. The product is Cc1ccccc1C(=O)CN1C(=O)C(N)CN(C(=O)c2ccccc2)c2ccccc21. Starting materials: C1CS(C=2C=CC=C3[C@H]4[C@@H](N1C23)CCN(C4)C(=O)OC(C)(C)C)(=O)=O (tert-butyl(6bR,10aS)-1,2,6b,9,10,10a-hexahydropyrido[4,3-b][1,4]thiazino[2,3,4-hi]indole-8(7H)-carboxylate 3,3-dioxide), Cl.C(C)O (ethanol hydrochloride). Reaction conditions: temperature 0 celsius, time 10 minute. Product: Cl.C1CS(C=2C=CC=C3[C@H]4[C@@H](N1C23)CCNC4)(=O)=O ((6bR,10aS)-1,2,6b,7,8,9,10,10a-octahydropyrido[4,3-b][1,4]thiazino[2,3,4-hi]indole 3,3-dioxide hydrochloride). The yield is 73.0%. Reaction SMILES: [CH2:1]1[N:11]2[C:12]3[C:8]([C@@H:9]4[CH2:16][N:15](C(OC(C)(C)C)=O)[CH2:14][CH2:13][C@@H:10]42)=[CH:7][CH:6]=[CH:5][C:4]=3[S:3](=[O:25])(=[O:24])[CH2:2]1.[ClH:26].C(O)C>>[ClH:26].[CH2:1]1[N:11]2[C:12]3[C:8]([C@@H:9]4[CH2:16][NH:15][CH2:14][CH2:13][C@@H:10]42)=[CH:7][CH:6]=[CH:5][C:4]=3[S:3](=[O:24])(=[O:25])[CH2:2]1 |f:1.2,3.4|. Procedure: The tert-butyl(6bR,10aS)-1,2,6b,9,10,10a-hexahydropyrido[4,3-b][1,4]thiazino[2,3,4-hi]indole-8(7H)-carboxylate 3,3-dioxide (130 mg) was mixed with cold ethanol hydrochloride (4M) (5 mL), and the solution was stirred for 10 min at 0° C. The solvent was removed under reduced pressure and the residue was dissolved in hot acetonitrile with a small amount of methanol. Upon cooling to room temperature, the title compound (78 mg, 73%) was obtained as white crystalline material. 1H NMR (CD3OD, 500 MHz) ... Starting materials: CC[SiH](CC)CC, COC(=O)Cn1c(C)cc2cc(F)ccc21, O=Cc1cccnc1S(=O)(=O)c1ccccc1Cl, ClCCl, ClCCCl, O=C(O)C(F)(F)F. Product: COC(=O)Cn1c(C)c(Cc2cccnc2S(=O)(=O)c2ccccc2Cl)c2cc(F)ccc21. RXN SMILES: [CH2:1]([SiH:2]([CH2:3][CH3:4])[CH2:5][CH3:6])[CH3:7].[CH3:15][O:16][C:17]([CH2:18][n:19]1[c:20]([CH3:29])[cH:21][c:22]2[cH:23][c:24]([F:28])[cH:25][cH:26][c:27]12)=[O:30].[Cl:31][c:32]1[c:33]([S:38](=[O:39])(=[O:40])[c:41]2[n:42][cH:43][cH:44][cH:45][c:46]2[CH:47]=[O:48])[cH:34][cH:35][cH:36][cH:37]1.[Cl:49][CH2:50][Cl:51].[Cl:52][CH2:53][CH2:54][Cl:55].[OH:8][C:9]([C:10]([F:11])([F:12])[F:13])=[O:14]>>[CH3:15][O:16][C:17]([CH2:18][n:19]1[c:20]([CH3:29])[c:21]([CH2:47][c:46]2[c:41]([S:38]([c:33]3[c:32]([Cl:31])[cH:37][cH:36][cH:35][cH:34]3)(=[O:39])=[O:40])[n:42][cH:43][cH:44][cH:45]2)[c:22]2[cH:23][c:24]([F:28])[cH:25][cH:26][c:27]12)=[O:30]. The reactants are CC(C)CC(N)CO[Si](C)(C)C(C)(C)C, CCOC(O)C(F)F, c1ccccc1. The product is CC(C)CC(CO[Si](C)(C)C(C)(C)C)N=CC(F)F. Reaction SMILES: [C:1]([CH3:2])([CH3:3])([CH3:4])[Si:5]([O:6][CH2:7][CH:8]([CH2:9][CH:10]([CH3:11])[CH3:12])[NH2:13])([CH3:14])[CH3:15].[CH2:16]([O:17][CH:19]([OH:18])[CH:20]([F:21])[F:22])[CH3:23].[cH:24]1[cH:25][cH:26][cH:27][cH:28][cH:29]1>>[C:1]([CH3:2])([CH3:3])([CH3:4])[Si:5]([O:6][CH2:7][CH:8]([CH2:9][CH:10]([CH3:11])[CH3:12])[N:13]=[CH:19][CH:20]([F:21])[F:22])([CH3:14])[CH3:15]. Reactants: Cl.NCC1=CC=C(C(=O)OC)C=C1 (methyl 4-(aminomethyl)benzoate hydrochloride), Cl.N1(N=CC=C1)C(=N)N (1H-pyrazole-1-carboxamidine hydrochloride), CCN(C(C)C)C(C)C (DIPEA). The solvent is C(C)O (ethanol). Run at time 1 hour. The product is O.O.COC(C1=CC=C(C=C1)CNC(=N)N)=O (4-guanidinomethyl-benzoic acid methyl ester dihydrate). Yield: 233.8%. Reaction SMILES: Cl.[NH2:2][CH2:3][C:4]1[CH:13]=[CH:12][C:7]([C:8]([O:10][CH3:11])=[O:9])=[CH:6][CH:5]=1.Cl.[N:15]1([C:20](N)=[NH:21])C=CC=N1.CCN(C(C)C)C(C)C>C(O)C>[OH2:9].[OH2:9].[CH3:11][O:10][C:8](=[O:9])[C:7]1[CH:6]=[CH:5][C:4]([CH2:3][NH:2][C:20]([NH2:21])=[NH:15])=[CH:13][CH:12]=1 |f:0.1,2.3,6.7.8|. Procedure: To a solution of methyl 4-(aminomethyl)benzoate hydrochloride (5 g) in dry ethanol (25 mL) was added 1H-pyrazole-1-carboxamidine hydrochloride (4.4 g) followed by DIPEA (13.0 mL) and the mixture was refluxed for 3 h. Ethanol was removed under vacuum. To the remaining viscous oil saturated solution of NaHCO3 (50 mL) was slowly added under vigorous stirring followed by addition of 300 ml water (resultant pH 9). A white solid is formed and stirring was continued for 1 h. This material was filtered ... The reactants are C(=O)(OCC1C2=CC=CC=C2C2=CC=CC=C12)Cl (Fmoc-chloride), N(=O)[O-].[Na+] (NaNO2), NC1=CC=C(C(=O)O)C=C1 (4-aminobenzoic acid), diazonium salt, NCCC1=CC=C(C=C1)O (tyramine), C([O-])(O)=O.[Na+] (sodium bicarbonate). Solvent: Cl (HCl), Cl (HCl), C([O-])(O)=O (bicarbonate). Conditions: temperature 0 celsius, time 1 hour. The product is [Cl-].C(=O)(O)C1=CC=C(C=C1)[N+]#N (4-carboxy-benzenediazonium chloride), C1(=CC=CC=2C3=CC=CC=C3CC12)OC(=O)NCCC=1C=CC(=C(C1)N=NC1=CC=C(C(=O)O)C=C1)O (4-[5-(N-fluorenyloxycarbonyl-2-Amino-ethyl)-2-hydroxy-phenylazo]-benzoic acid). Isolated yield 59.0%. Reaction SMILES: [N:1]([O-])=O.[Na+].[NH2:5][C:6]1[CH:14]=[CH:13][C:9]([C:10]([OH:12])=[O:11])=[CH:8][CH:7]=1.[NH2:15][CH2:16][CH2:17][C:18]1[CH:23]=[CH:22][C:21]([OH:24])=[CH:20][CH:19]=1.[C:25](=[O:28])(O)[O-:26].[Na+].C([Cl:47])(OC[CH:34]1[C:46]2[C:41](=[CH:42][CH:43]=[CH:44][CH:45]=2)[C:40]2[C:35]1=[CH:36][CH:37]=[CH:38][CH:39]=2)=O>Cl.C(=O)(O)[O-]>[Cl-:47].[C:10]([C:9]1[CH:13]=[CH:14][C:6]([N+:5]#[N:15])=[CH:7][CH:8]=1)([OH:12])=[O:11].[C:45]1([O:26][C:25]([NH:15][CH2:16][CH2:17][C:18]2[CH:19]=[CH:20][C:21]([OH:24])=[C:22]([N:1]=[N:5][C:6]3[CH:14]=[CH:13][C:9]([C:10]([OH:12])=[O:11])=[CH:8][CH:7]=3)[CH:23]=2)=[O:28])[C:46]2[CH2:34][C:35]3[C:40](=[CH:39][CH:38]=[CH:37][CH:36]=3)[C:41]=2[CH:42]=[CH:43][CH:44]=1 |f:0.1,4.5,9.10|. Procedure: A solution of 4-carboxy-benzenediazonium chloride was prepared in the following way. Solid NaNO2 (345 mg, 5 mmol, 5 eq.) was added to a cooled suspension of 4-aminobenzoic acid (274 mg, 2 mmol, 2 eq.) in 6 M HCl (4 mL). The resulting mixture was stirred at 0° C. and turned into a slightly yellow-brownish solution. After 15 min the diazonium salt solution was slowly added to a solution of tyramine (137 mg, 1 mmol) in aqueous saturated bicarbonate. The pH of the reaction was kept basic by repeated...